From a dataset of the Open Reaction Database (ORD), a public repository of structured organic reaction records. describe an organic reaction: reactants, conditions, products, and yield Starting materials: CO, CC(C)CC(C(=O)NN1C(=O)CNC1=O)C(CCCC1CCCCC1)C(=O)NOC1CCCCO1, O, Cc1ccc(S(=O)(=O)O)cc1. Yields the product CC(C)CC(C(=O)NN1C(=O)CNC1=O)C(CCCC1CCCCC1)C(=O)NO. Reaction SMILES: [CH3:48][OH:49].[CH:1]1([CH2:7][CH2:8][CH2:9][CH:10]([C:11]([NH:12][O:13][CH:14]2[CH2:15][CH2:16][CH2:17][CH2:18][O:19]2)=[O:20])[CH:21]([C:22](=[O:23])[NH:24][N:25]2[C:26](=[O:31])[NH:27][CH2:28][C:29]2=[O:30])[CH2:32][CH:33]([CH3:34])[CH3:35])[CH2:2][CH2:3][CH2:4][CH2:5][CH2:6]1.[OH2:36].[c:37]1([CH3:38])[cH:39][cH:40][c:41]([S:42]([OH:43])(=[O:44])=[O:45])[cH:46][cH:47]1>>[CH:1]1([CH2:7][CH2:8][CH2:9][CH:10]([C:11]([NH:12][OH:13])=[O:20])[CH:21]([C:22](=[O:23])[NH:24][N:25]2[C:26](=[O:31])[NH:27][CH2:28][C:29]2=[O:30])[CH2:32][CH:33]([CH3:34])[CH3:35])[CH2:2][CH2:3][CH2:4][CH2:5][CH2:6]1. As a reaction SMILES: [Cl:1][c:2]1[n:3][cH:4][c:5]([CH2:8][Cl:9])[cH:6][cH:7]1.[N+:10](=[O:11])([O-:12])[N:13]=[C:14]1[NH:15][CH2:16][CH2:17][NH:18]1>>[Cl:1][c:2]1[n:3][cH:4][c:5]([CH2:8][N:18]2[C:14](=[N:13][N+:10](=[O:11])[O-:12])[NH:15][CH2:16][CH2:17]2)[cH:6][cH:7]1. The product is O=[N+]([O-])N=C1NCCN1Cc1ccc(Cl)nc1. The reactants are ClCc1ccc(Cl)nc1, O=[N+]([O-])N=C1NCCN1. Reactants: [Li+].[OH-] (LiOH), Cl (HCl), N1(N=NN=C1)C1=NC=2CCCC(C2C=C1)C(=O)OC (Methyl 2-(1H-tetrazol-1-yl)-5,6,7,8-tetrahydroquinoline-5-carboxylate), [OH-].[Li+] (lithium hydroxide), O (water). Run in O1CCCC1 (tetrahydrofuran). Conditions: time 1 hour. The product is N1(N=NN=C1)C1=NC=2CCCC(C2C=C1)C(=O)O (2-(1H-tetrazol-1-yl)-5,6,7,8-tetrahydroquinoline-5-carboxylic acid). As a reaction SMILES: [N:1]1([C:6]2[CH:15]=[CH:14][C:13]3[CH:12]([C:16]([O:18]C)=[O:17])[CH2:11][CH2:10][CH2:9][C:8]=3[N:7]=2)[CH:5]=[N:4][N:3]=[N:2]1.[OH-].[Li+].O.Cl>O1CCCC1>[N:1]1([C:6]2[CH:15]=[CH:14][C:13]3[CH:12]([C:16]([OH:18])=[O:17])[CH2:11][CH2:10][CH2:9][C:8]=3[N:7]=2)[CH:5]=[N:4][N:3]=[N:2]1 |f:1.2|. Procedure details: Methyl 2-(1H-tetrazol-1-yl)-5,6,7,8-tetrahydroquinoline-5-carboxylate (1.04 g, 4.01 mmol) and lithium hydroxide (0.202 g, 4.81 mmol) were stirred in a mixture of tetrahydrofuran (10 ml)/water (10.00 ml) for 75 mins. The tlc showed some 20% starting material so more LiOH (50 mg, 1.19 mmol) was added and stirred for another 1 hr. The reaction was adjusted with 2N HCl (3 ml, 6 mmol) to pH 4-5 then extracted with ethyl acetate 2×. The ethyl acetate layers were combined and dried over Na2SO4, filtere... Reactants: [BH4-], NC1CCN(C(=O)c2cc(Cl)cc(Cl)c2)C(Cc2ccccc2)C1, COc1ccc2[nH]cc(C=O)c2c1, Cc1ccccc1, CO, [Mg+2], [Na+], O=S(=O)([O-])[O-]. Yields the product COc1ccc2[nH]cc(CNC3CCN(C(=O)c4cc(Cl)cc(Cl)c4)C(Cc4ccccc4)C3)c2c1. Reaction SMILES: [BH4-:44].[CH2:1]([c:2]1[cH:3][cH:4][cH:5][cH:6][cH:7]1)[CH:8]1[N:9]([C:15]([c:16]2[cH:17][c:18]([Cl:23])[cH:19][c:20]([Cl:22])[cH:21]2)=[O:24])[CH2:10][CH2:11][CH:12]([NH2:14])[CH2:13]1.[CH3:25][O:26][c:27]1[cH:28][c:29]2[c:30]([CH:36]=[O:37])[cH:31][nH:32][c:33]2[cH:34][cH:35]1.[CH3:46][c:47]1[cH:48][cH:49][cH:50][cH:51][cH:52]1.[CH3:53][OH:54].[Mg+2:38].[Na+:45].[O-:39][S:40](=[O:41])(=[O:42])[O-:43]>>[CH2:1]([c:2]1[cH:3][cH:4][cH:5][cH:6][cH:7]1)[CH:8]1[N:9]([C:15]([c:16]2[cH:17][c:18]([Cl:23])[cH:19][c:20]([Cl:22])[cH:21]2)=[O:24])[CH2:10][CH2:11][CH:12]([NH:14][CH2:36][c:30]2[c:29]3[cH:28][c:27]([O:26][CH3:25])[cH:35][cH:34][c:33]3[nH:32][cH:31]2)[CH2:13]1. Starting materials: CC(C)O, [H][H], C#Cc1cccc([N+](=O)[O-])c1. Yields the product C#Cc1cccc(N)c1. RXN SMILES: [CH:14]([OH:15])([CH3:16])[CH3:17].[H:12][H:13].[N+:1]([O-:2])(=[O:3])[c:4]1[cH:5][c:6]([C:10]#[CH:11])[cH:7][cH:8][cH:9]1>>[NH2:1][c:4]1[cH:5][c:6]([C:10]#[CH:11])[cH:7][cH:8][cH:9]1. The reactants are C1(=CC=C(C=C1)S(=O)(=O)O)C (paratoluene sulfonic acid). Run in CC(C)(C)OC (MTBE). Reaction conditions: temperature 20 celsius, time 15 minute. Yields the product C (Charcoal), CC=1C=CC(=CC1)S(=O)(=O)O (PTSA). Yield: 665.7%. Reaction SMILES: [C:1]1([CH3:11])[CH:6]=[CH:5][C:4]([S:7]([OH:10])(=[O:9])=[O:8])=[CH:3][CH:2]=1>CC(OC)(C)C>[CH4:1].[CH3:11][C:1]1[CH:6]=[CH:5][C:4]([S:7]([OH:10])(=[O:9])=[O:8])=[CH:3][CH:2]=1. Procedure: A reactor was charged at about 20° C. with the compound of formula (I) form A0 (6.075 kg; 1 eq) and dichloromethane (92 L; 15 V). The mixture was stirred (80 rpm) at 20° C. for 15 minutes. After cooling the mixture to 10° C., paratoluene sulfonic acid (PTSA—2.417 kg; 1 eq) was added portion wise. The mixture was stirred at 80 rpm at 10° C. for 1 hour. Then, MTBE (122 L; 15 V) was added portion wise via a feed vessel. The mixture was heated to 45° C. at least 1 h (checking that the reaction was c...